Dataset: the Open Reaction Database (ORD), a public repository of structured organic reaction records. Task: describe an organic reaction: reactants, conditions, products, and yield The reactants are C=1(C(=CC=CC1)S(=O)(=O)O)C.C(C1=CC=CC=C1)OC(CN)=O (glycine benzyl ester toluenesulfonate), C1(=CC=CC=C1)C1=NOC(C1)P(O)(=O)C (3-phenyl-2-isoxazolin-5-yl(P-methyl)phosphinic acid), C1(=C(C(=CC(=C1)C)C)S(=O)(=O)Cl)C (mesitylsulfonyl chloride), N1N=NN=C1 (tetrazole), S([O-])(O)(=O)=O.[K+] (potassium bisulfate). Solvent: N1=CC=CC=C1 (pyridine), O (water). Conditions: time 30 minute. Product: C(C1=CC=CC=C1)OC(CNP(=O)(C)C1CC(=NO1)C1=CC=CC=C1)=O (N-[3-Phenyl-2-isoxazolin-5-yl(P-methyl) phosphinoyl]glycine benzyl ester). As a reaction SMILES: [C:1]1([C:7]2[CH2:11][CH:10]([P:12]([CH3:15])(=[O:14])O)[O:9][N:8]=2)[CH:6]=[CH:5][CH:4]=[CH:3][CH:2]=1.C1(C)C=C(C)C=C(C)C=1S(Cl)(=O)=O.N1C=NN=N1.C1(C)C(S(O)(=O)=O)=CC=CC=1.[CH2:45]([O:52][C:53](=[O:56])[CH2:54][NH2:55])[C:46]1[CH:51]=[CH:50][CH:49]=[CH:48][CH:47]=1.S(=O)(=O)(O)[O-].[K+]>N1C=CC=CC=1.O>[CH2:45]([O:52][C:53](=[O:56])[CH2:54][NH:55][P:12]([CH:10]1[O:9][N:8]=[C:7]([C:1]2[CH:2]=[CH:3][CH:4]=[CH:5][CH:6]=2)[CH2:11]1)([CH3:15])=[O:14])[C:46]1[CH:51]=[CH:50][CH:49]=[CH:48][CH:47]=1 |f:3.4,5.6|. Procedure: 1.1 g (5 mmol) of 3-phenyl-2-isoxazolin-5-yl(P-methyl)phosphinic acid are dissolved in 20 ml of pyridine and, while cooling in ice, 1.5 g (7 mmol) of mesitylsulfonyl chloride and 0.5 g (7 mmol) of tetrazole are added, and the mixture is then stirred at room temperature for 30 minutes. 1.7 g (5 mmol) of glycine benzyl ester toluenesulfonate are added, and stirring at room temperature is continued with the course of the reaction being followed by thin-layer chromatography. After the reaction is co... Starting materials: BrC1=CC=CC=C1 (bromobenzene), C1(CCC(=O)O1)=O (succinic anhydride). Yields the product BrC1=CC=C2CCCC(C2=C1)=O (7-Bromo-3,4-dihydronaphthalen-1-one). As a reaction SMILES: [Br:1][C:2]1[CH:7]=[CH:6][CH:5]=[CH:4][CH:3]=1.[C:8]1(=O)O[C:11](=[O:12])[CH2:10][CH2:9]1>>[Br:1][C:2]1[CH:7]=[C:6]2[C:5]([CH2:8][CH2:9][CH2:10][C:11]2=[O:12])=[CH:4][CH:3]=1. Reported procedure: 7-Bromo-3,4-dihydronaphthalen-1-one was prepared from bromobenzene and succinic anhydride as described in Example 64 (Steps A to C). The reactants are C(C1=CC=CC=C1)Cl (BnCl), CC(C)(C)OC (MTBE), C(C1=CC=CC=C1)OC[C@@H](CC1(CC1)S(=O)(=O)OC(C)C)O ((R)-isopropyl 1-(3-(benzyloxy)-2-hydroxypropyl)cyclopropane-1-sulfonate), O (water). Reagents/catalysts: [Na+].[I-] (NaI). Solvent: CN(C)C=O (DMF), CN(C)C=O (DMF), CN(C)C=O (DMF). Conditions: time 5 minute. The product is C(C1=CC=CC=C1)O[C@H](CC1(CC1)S(=O)(=O)OC(C)C)COCC1=CC=CC=C1 ((R)-isopropyl 1-(2,3-bis(benzyloxy)propyl)cyclopropane-1-sulfonate). Isolated yield 91.1%. RXN SMILES: [CH2:1]([O:8][CH2:9][C@H:10]([OH:22])[CH2:11][C:12]1([S:15]([O:18][CH:19]([CH3:21])[CH3:20])(=[O:17])=[O:16])[CH2:14][CH2:13]1)[C:2]1[CH:7]=[CH:6][CH:5]=[CH:4][CH:3]=1.[CH2:23](Cl)[C:24]1[CH:29]=[CH:28][CH:27]=[CH:26][CH:25]=1.O.CC(OC)(C)C>CN(C=O)C.[Na+].[I-]>[CH2:23]([O:22][C@@H:10]([CH2:9][O:8][CH2:1][C:2]1[CH:3]=[CH:4][CH:5]=[CH:6][CH:7]=1)[CH2:11][C:12]1([S:15]([O:18][CH:19]([CH3:20])[CH3:21])(=[O:16])=[O:17])[CH2:13][CH2:14]1)[C:24]1[CH:29]=[CH:28][CH:27]=[CH:26][CH:25]=1 |f:5.6|. Procedure: Under a Nitrogen atmosphere was mixed NAH (91.5 g) in DMF (2 L) and (R)-isopropyl 1-(3-(benzyloxy)-2-hydroxypropyl)cyclopropane-1-sulfonate (715 g) in DMF (1 L) at a temperature between −5° C. and 5° C. for 140 minutes. After stirring for a further 5 minutes, NaI (5.1 g) was added. After BnCl (289.5 g) in DMF (300 mL) was added gradually, the reaction mixture was warmed slowly to room temperature and stirred for approximately 16 hours until HPLC analysis showed the reaction was complete. The rea... Reactants: C(C)(C)(C)OC(=O)C1=NC(=NC(=C1OCC1=CC=CC=C1)O)CC1(CCCC1)C1=CC=CC=C1 (5-Benzyloxy-6-hydroxy-2-(1-phenyl-cyclopentylmethyl)-pyrimidine-4-carboxylic acid tert-butyl ester), C(C1=CC=CC=C1)OC=1C(=NC(=NC1O)CC1=C(C=CC=C1)C1=CC=CC=C1)C(=O)O (5-benzyloxy-2-biphenyl-2-ylmethyl-6-hydroxypyrimidine-4-carboxylic acid). Yields the product C(C1=CC=CC=C1)OC=1C(=NC(=NC1O)CC1(CCCC1)C1=CC=CC=C1)C(=O)O (5-Benzyloxy-6-hydroxy-2-(1-phenyl-cyclopentylmethyl)-pyrimidine-4-carboxylic acid). Yield: 68.3%. RXN SMILES: C([O:5][C:6]([C:8]1[C:13]([O:14][CH2:15][C:16]2[CH:21]=[CH:20][CH:19]=[CH:18][CH:17]=2)=[C:12]([OH:22])[N:11]=[C:10]([CH2:23][C:24]2([C:29]3[CH:34]=[CH:33][CH:32]=[CH:31][CH:30]=3)[CH2:28][CH2:27][CH2:26][CH2:25]2)[N:9]=1)=[O:7])(C)(C)C.C(OC1C(C(O)=O)=NC(CC2C=CC=CC=2C2C=CC=CC=2)=NC=1O)C1C=CC=CC=1>>[CH2:15]([O:14][C:13]1[C:8]([C:6]([OH:7])=[O:5])=[N:9][C:10]([CH2:23][C:24]2([C:29]3[CH:34]=[CH:33][CH:32]=[CH:31][CH:30]=3)[CH2:25][CH2:26][CH2:27][CH2:28]2)=[N:11][C:12]=1[OH:22])[C:16]1[CH:21]=[CH:20][CH:19]=[CH:18][CH:17]=1. Procedure details: 5-Benzyloxy-6-hydroxy-2-(1-phenyl-cyclopentylmethyl)-pyrimidine-4-carboxylic acid (28-01) (2.7 g, 68.33%) was synthesized from 5-benzyloxy-6-hydroxy-2-(1-phenyl-cyclopentylmethyl)-pyrimidine-4-carboxylic acid tert-butyl ester (27-01) (4.5 g, 9.77 mmol) as a yellow solid following the procedure as described for 5-benzyloxy-2-biphenyl-2-ylmethyl-6-hydroxypyrimidine-4-carboxylic acid (7-01). Reactants: C(C)C(C(=O)N)CC.C(CC(=O)[O-])(=O)OCCC1=CC=C(C=C1)C(CCCCCCC)=O (Diethyl acetamide 2-(4-octanoyl phenyl)ethyl malonate). The reagents and catalysts are [C].[Pd] (palladium carbon). Solvent: C(C)O (ethanol). Yields the product C(C)C(C(=O)N)CC.C(CC(=O)[O-])(=O)OCCC1=CC=C(C=C1)CCCCCCCC (diethyl acetamide 2(4-octyl phenyl)ethyl malonate). RXN SMILES: [CH2:1]([CH:3]([CH2:7][CH3:8])[C:4]([NH2:6])=[O:5])[CH3:2].[C:9]([O:15][CH2:16][CH2:17][C:18]1[CH:23]=[CH:22][C:21]([C:24](=O)[CH2:25][CH2:26][CH2:27][CH2:28][CH2:29][CH2:30][CH3:31])=[CH:20][CH:19]=1)(=[O:14])[CH2:10][C:11]([O-:13])=[O:12]>C(O)C.[C].[Pd]>[CH2:1]([CH:3]([CH2:7][CH3:8])[C:4]([NH2:6])=[O:5])[CH3:2].[C:9]([O:15][CH2:16][CH2:17][C:18]1[CH:23]=[CH:22][C:21]([CH2:24][CH2:25][CH2:26][CH2:27][CH2:28][CH2:29][CH2:30][CH3:31])=[CH:20][CH:19]=1)(=[O:14])[CH2:10][C:11]([O-:13])=[O:12] |f:0.1,3.4,5.6|. Reported procedure: Diethyl acetamide-2-(4-octanoyl phenyl)ethyl malonate prepared in the step J (923 g) was stirred in ethanol (10 L) under atmosphere of hydrogen in the presence of 5% palladium carbon (138 g) overnight. The catalyst was removed by filtration, and the filtrate was concentrated. The residue was recrystallized from hexane to obtain diethyl acetamide-2(4-octyl phenyl)ethyl malonate (670 g) in the form of colorless crystal.